This data is from the Open Reaction Database (ORD), a public repository of structured organic reaction records. The task is: describe an organic reaction: reactants, conditions, products, and yield Reactants: C1(CCCC1)CC(C(=O)O)C1=CC=C(C=C1)S(=O)(=O)CC(C)=O (3-cyclopentyl-2-[4-(2-oxo-propylsulfonyl)-phenyl]-propionic acid), C=1C=CC2=C(C1)N=NN2O (HOBt), CCN=C=NCCCN(C)C.Cl.Cl (EDCl hydrochloride), COC1=CC=C2C(=N1)SC(=N2)N (5-methoxy-thiazolo[5,4-b]pyridin-2ylamine), CCN(C(C)C)C(C)C (DIEA), C([O-])(O)=O.[Na+] (sodium bicarbonate). Solvent: C(Cl)Cl (DCM). Run at temperature 25 celsius, time 24 hour. The product is C1(CCCC1)CC(C(=O)NC=1SC2=NC(=CC=C2N1)OC)C1=CC=C(C=C1)S(=O)(=O)CC(C)=O (3-cyclopentyl-N-(5-methoxy-thiazolo[5,4-b]pyridin-2-yl)-2-[4-(2-oxo-propane-1-sulfonyl)-phenyl]-propionamide). RXN SMILES: [CH:1]1([CH2:6][CH:7]([C:11]2[CH:16]=[CH:15][C:14]([S:17]([CH2:20][C:21](=[O:23])[CH3:22])(=[O:19])=[O:18])=[CH:13][CH:12]=2)[C:8](O)=[O:9])[CH2:5][CH2:4][CH2:3][CH2:2]1.C1C=CC2N(O)N=NC=2C=1.CCN=C=NCCCN(C)C.Cl.Cl.[CH3:47][O:48][C:49]1[N:54]=[C:53]2[S:55][C:56]([NH2:58])=[N:57][C:52]2=[CH:51][CH:50]=1.CCN(C(C)C)C(C)C.C(=O)(O)[O-].[Na+]>C(Cl)Cl>[CH:1]1([CH2:6][CH:7]([C:11]2[CH:12]=[CH:13][C:14]([S:17]([CH2:20][C:21](=[O:23])[CH3:22])(=[O:18])=[O:19])=[CH:15][CH:16]=2)[C:8]([NH:58][C:56]2[S:55][C:53]3[C:52]([N:57]=2)=[CH:51][CH:50]=[C:49]([O:48][CH3:47])[N:54]=3)=[O:9])[CH2:5][CH2:4][CH2:3][CH2:2]1 |f:2.3.4,7.8|. Procedure: To a solution of the title D compound, 3-cyclopentyl-2-[4-(2-oxo-propylsulfonyl)-phenyl]-propionic acid (400 mg, 0.0011 mol) in 50 mL of DCM, HOBt (250 mg, 0.0018 mol), EDCl hydrochloride (340 mg, 0.0017 mol) and 5-methoxy-thiazolo[5,4-b]pyridin-2ylamine (235 mg, 0.0012 mol) are added followed by the addition of 0.66 mL (0.0037 mol) of DIEA. The reaction is stirred at 25° C. for 24 h, then worked up by treating it with saturated aqueous sodium bicarbonate solution. The resulting organic layer is... Reactants: O=C(Nc1ccc(Br)cc1)Oc1ccc2c(c1)CCCN2Cc1ccccc1, CCO, [H][H]. The product is O=C(Nc1ccc(Br)cc1)Oc1ccc2c(c1)CCCN2. As a reaction SMILES: [CH2:1]([c:2]1[cH:3][cH:4][cH:5][cH:6][cH:7]1)[N:8]1[CH2:9][CH2:10][CH2:11][c:12]2[cH:13][c:14]([O:18][C:19]([NH:20][c:21]3[cH:22][cH:23][c:24]([Br:27])[cH:25][cH:26]3)=[O:28])[cH:15][cH:16][c:17]21.[CH3:31][CH2:32][OH:33].[H:29][H:30]>>[NH:8]1[CH2:9][CH2:10][CH2:11][c:12]2[cH:13][c:14]([O:18][C:19]([NH:20][c:21]3[cH:22][cH:23][c:24]([Br:27])[cH:25][cH:26]3)=[O:28])[cH:15][cH:16][c:17]21. The reactants are COC(=O)C=Cc1cc(Cl)ccc1OCC(=O)N1CC(C)N(Cc2ccc(F)cc2)CC1C, CO, [Li+], C1CCOC1, [OH-], O, O. The product is CC1CN(C(=O)COc2ccc(Cl)cc2C=CC(=O)O)C(C)CN1Cc1ccc(F)cc1. As a reaction SMILES: [CH3:1][O:2][C:3]([CH:4]=[CH:5][c:6]1[c:7]([O:13][CH2:14][C:15](=[O:16])[N:17]2[CH:18]([CH3:32])[CH2:19][N:20]([CH2:24][c:25]3[cH:26][cH:27][c:28]([F:31])[cH:29][cH:30]3)[CH:21]([CH3:23])[CH2:22]2)[cH:8][cH:9][c:10]([Cl:12])[cH:11]1)=[O:33].[CH3:42][OH:43].[Li+:36].[O:37]1[CH2:38][CH2:39][CH2:40][CH2:41]1.[OH-:35].[OH2:34].[OH2:44]>>[O:2]=[C:3]([CH:4]=[CH:5][c:6]1[c:7]([O:13][CH2:14][C:15](=[O:16])[N:17]2[CH:18]([CH3:32])[CH2:19][N:20]([CH2:24][c:25]3[cH:26][cH:27][c:28]([F:31])[cH:29][cH:30]3)[CH:21]([CH3:23])[CH2:22]2)[cH:8][cH:9][c:10]([Cl:12])[cH:11]1)[OH:33]. The reactants are ClC=1C=CN2C(C(=CC(=C2C1C)C1CC1)C(=O)OC)=O (methyl 8-chloro-1-cyclopropyl-9-methyl-4-oxo-4H-quinolizine-3-carboxylate), FC1=C(C=CC(=C1)B1OC(C(O1)(C)C)(C)C)CNC(OC(C)(C)C)=O (tert-butyl N-[[2-fluoro-4-(4,4,5,5-tetramethyl-1,3,2-dioxaborolan-2-yl)phenyl]methyl]carbamate). Yields the product C(C)(C)(C)OC(=O)NCC1=C(C=C(C=C1)C=1C=CN2C(C(=CC(=C2C1C)C1CC1)C(=O)OC)=O)F (methyl 8-[4-[(tert-butoxycarbonylamino)methyl]-3-fluoro-phenyl]-1-cyclopropyl-9-methyl-4-oxo-quinolizine-3-carboxylate). Yield: 31.7%. Reaction SMILES: Cl[C:2]1[CH:3]=[CH:4][N:5]2[C:10]([C:11]=1[CH3:12])=[C:9]([CH:13]1[CH2:15][CH2:14]1)[CH:8]=[C:7]([C:16]([O:18][CH3:19])=[O:17])[C:6]2=[O:20].[F:21][C:22]1[CH:27]=[C:26](B2OC(C)(C)C(C)(C)O2)[CH:25]=[CH:24][C:23]=1[CH2:37][NH:38][C:39](=[O:45])[O:40][C:41]([CH3:44])([CH3:43])[CH3:42]>>[C:41]([O:40][C:39]([NH:38][CH2:37][C:23]1[CH:24]=[CH:25][C:26]([C:2]2[CH:3]=[CH:4][N:5]3[C:10]([C:11]=2[CH3:12])=[C:9]([CH:13]2[CH2:15][CH2:14]2)[CH:8]=[C:7]([C:16]([O:18][CH3:19])=[O:17])[C:6]3=[O:20])=[CH:27][C:22]=1[F:21])=[O:45])([CH3:44])([CH3:42])[CH3:43]. Procedure: The general Suzuki coupling method described above was used to couple methyl 8-chloro-1-cyclopropyl-9-methyl-4-oxo-4H-quinolizine-3-carboxylate with tert-butyl N-[[2-fluoro-4-(4,4,5,5-tetramethyl-1,3,2-dioxaborolan-2-yl)phenyl]methyl]carbamate. Purification by flash silica column chromatography yielded methyl 8-[4-[(tert-butoxycarbonylamino)methyl]-3-fluoro-phenyl]-1-cyclopropyl-9-methyl-4-oxo-quinolizine-3-carboxylate (24 mg, 31.7%). The reactants are COC=1C=C(C=CC1NC(=O)NC1=C(C=CC=C1)C)CC(=O)OC(C)(C)C (t-butyl 3-methoxy-4-o-tolylureidophenylacetate). Solvent: FC(C(=O)O)(F)F (trifluoroacetic acid). The product is COC=1C=C(C=CC1NC(=O)NC1=C(C=CC=C1)C)CC(=O)O (3-methoxy-4-o-tolylureidophenylacetic acid). The yield is 99.9%. As a reaction SMILES: [CH3:1][O:2][C:3]1[CH:4]=[C:5]([CH2:20][C:21]([O:23]C(C)(C)C)=[O:22])[CH:6]=[CH:7][C:8]=1[NH:9][C:10]([NH:12][C:13]1[CH:18]=[CH:17][CH:16]=[CH:15][C:14]=1[CH3:19])=[O:11]>FC(F)(F)C(O)=O>[CH3:1][O:2][C:3]1[CH:4]=[C:5]([CH2:20][C:21]([OH:23])=[O:22])[CH:6]=[CH:7][C:8]=1[NH:9][C:10]([NH:12][C:13]1[CH:18]=[CH:17][CH:16]=[CH:15][C:14]=1[CH3:19])=[O:11]. Procedure: A solution of t-butyl 3-methoxy-4-o-tolylureidophenylacetate (0.016 g, 0.043 mmol) in trifluoroacetic acid (1.0 mL) was stirred for 1 h. The reaction was concentrated and the residue coevaporated with methylene chloride (2×) then ether to afford 3-methoxy-4-o-tolylureidophenylacetic acid (0.0135 g, 100%) as a white residue. The reactants are C(C)(C)(C)OC(CCC1=C(C=CC(=C1)OCC1=CC=CC=C1)CNC(=O)OC(C)C)=O (3-[5-benzyloxy-2-(isopropoxycarbonylamino-methyl)-phenyl]-propionic acid tert-butyl ester), [H-].[Na+] (NaH), CI (methyl iodide). Solvent: CN(C)C=O (DMF). Run at temperature 0 celsius, time 15 minute. The product is C(C)(C)(C)OC(CCC1=C(C=CC(=C1)O)CN(C)C(=O)OC(C)C)=O (3-{5-Hydroxy-2-[(isopropoxycarbonyl-methyl-amino)-methyl]-phenyl}-propionic acid tert-butyl ester). Isolated yield 39.8%. Reaction SMILES: [C:1]([O:5][C:6](=[O:31])[CH2:7][CH2:8][C:9]1[CH:14]=[C:13]([O:15]CC2C=CC=CC=2)[CH:12]=[CH:11][C:10]=1[CH2:23][NH:24][C:25]([O:27][CH:28]([CH3:30])[CH3:29])=[O:26])([CH3:4])([CH3:3])[CH3:2].[H-].[Na+].[CH3:34]I>CN(C=O)C>[C:1]([O:5][C:6](=[O:31])[CH2:7][CH2:8][C:9]1[CH:14]=[C:13]([OH:15])[CH:12]=[CH:11][C:10]=1[CH2:23][N:24]([C:25]([O:27][CH:28]([CH3:29])[CH3:30])=[O:26])[CH3:34])([CH3:2])([CH3:3])[CH3:4] |f:1.2|. Procedure: To a solution of 3-[5-benzyloxy-2-(isopropoxycarbonylamino-methyl)-phenyl]-propionic acid tert-butyl ester (6.3 g, 0.015 mol) in DMF (100 mL) was added NaH (29.4 mmol, 60% oil dispersion). The reaction mixture was stirred at 0° C. for 15 min, treated with methyl iodide (4.18 g, 29.4 mmol), and stirred overnight under N2 at ambient temperature. The mixture was concentrated and triturated with hexanes (200 mL). The residue was diluted with EtOAc (200 mL), and the solution was washed with water (20... Starting materials: FC(C(=O)O)(F)F.NCC=1C=C2C(=CC=NC2=CC1OC)OC1=CC=C(C=C1)NC(=O)NC1=CC=CC=C1 (N-[4-(6-aminomethyl-7-methoxy-quinolin-4-yloxy)phenyl]-N′-phenylurea trifluoroacetate). Run in N1=CC=CC=C1 (pyridine), C(C)(=O)OC(C)=O (acetic anhydride). Conditions: time 8 hour. Product: C(C)(=O)NCC=1C=C2C(=CC=NC2=CC1OC)OC1=CC=C(C=C1)NC(=O)NC1=CC=CC=C1 (N-[4-(6-Acetylaminomethyl-7-methoxyquinolin-4-yloxy)phenyl]-N′-phenylurea). The yield is 37.6%. Reaction SMILES: F[C:2](F)(F)[C:3](O)=[O:4].[NH2:8][CH2:9][C:10]1[CH:11]=[C:12]2[C:17](=[CH:18][C:19]=1[O:20][CH3:21])[N:16]=[CH:15][CH:14]=[C:13]2[O:22][C:23]1[CH:28]=[CH:27][C:26]([NH:29][C:30]([NH:32][C:33]2[CH:38]=[CH:37][CH:36]=[CH:35][CH:34]=2)=[O:31])=[CH:25][CH:24]=1>N1C=CC=CC=1.C(OC(=O)C)(=O)C>[C:3]([NH:8][CH2:9][C:10]1[CH:11]=[C:12]2[C:17](=[CH:18][C:19]=1[O:20][CH3:21])[N:16]=[CH:15][CH:14]=[C:13]2[O:22][C:23]1[CH:24]=[CH:25][C:26]([NH:29][C:30]([NH:32][C:33]2[CH:34]=[CH:35][CH:36]=[CH:37][CH:38]=2)=[O:31])=[CH:27][CH:28]=1)(=[O:4])[CH3:2] |f:0.1|. Procedure: After dissolving N-[4-(6-aminomethyl-7-methoxy-quinolin-4-yloxy)phenyl]-N′-phenylurea trifluoroacetate (40 mg) in pyridine (1.0 ml) and acetic anhydride (1.0 ml), the solution was stirred overnight at room temperature. The reaction solution was concentrated under reduced pressure and the obtained crude product was crystallized with ethyl acetate to obtain the title compound (13 mg). Reactants: C(CC)N (Propylamine), OC1=CC=C(C=2COC3=CC(=CC=C3C2)O)C=C1 (4′,7-Dihydroxyisoflav-3-ene), C(C)O (ethanol), C=O (formaldehyde). Reaction conditions: time 1 day. The product is C(CC)N1COC2=C(C1)C=C1C=C(COC1=C2)C2=CC=C(C=C2)O (4-(3-Propyl-2,3,4,8-tetrahydrochromeno[6,7-e][1,3]oxazin-7-yl)phenol). Yield: 53.0%. As a reaction SMILES: [OH:1][C:2]1[CH:18]=[CH:17][C:5]([C:6]2[CH2:7][O:8][C:9]3[C:14]([CH:15]=2)=[CH:13][CH:12]=[C:11](O)[CH:10]=3)=[CH:4][CH:3]=1.[CH2:19]([NH2:22])[CH2:20][CH3:21].[CH2:23]=[O:24].[CH2:25](O)C>>[CH2:19]([N:22]1[CH2:25][C:12]2[CH:13]=[C:14]3[C:9](=[CH:10][C:11]=2[O:24][CH2:23]1)[O:8][CH2:7][C:6]([C:5]1[CH:17]=[CH:18][C:2]([OH:1])=[CH:3][CH:4]=1)=[CH:15]3)[CH2:20][CH3:21]. Reported procedure: 4′,7-Dihydroxyisoflav-3-ene (503 mg, 2.09 mmol) was dissolved in ethanol (20 ml). Propylamine (0.25 ml, 3.04 mmol) was added followed by formaldehyde solution (2 ml, 0.03 mol, 37% wt.). The reaction was stirred at room temperature for 1 day. The white precipitate was collected to afford the title compound (362 mg, 53%).